From a dataset of the Open Reaction Database (ORD), a public repository of structured organic reaction records. describe an organic reaction: reactants, conditions, products, and yield Yields the product CC(C)S(=O)(=O)c1cnc(N2CCN(C(=O)OC(C)(C)C)CC2)s1. The reactants are CCS(=O)(=O)c1cnc(N2CCN(C(=O)OC(C)(C)C)CC2)s1, C[Si](C)(C)[NH-], C[Si](C)(C)[NH-], CI, [K+], [K+], C1CCOC1. Reaction SMILES: [C:1]([CH3:2])([CH3:3])([CH3:4])[O:5][C:6](=[O:7])[N:8]1[CH2:9][CH2:10][N:11]([c:14]2[s:15][c:16]([S:19](=[O:20])(=[O:21])[CH2:22][CH3:23])[cH:17][n:18]2)[CH2:12][CH2:13]1.[CH3:24][Si:25]([NH-:26])([CH3:27])[CH3:28].[CH3:29][Si:30]([NH-:31])([CH3:32])[CH3:33].[I:36][CH3:37].[K+:34].[K+:35].[O:38]1[CH2:39][CH2:40][CH2:41][CH2:42]1>>[C:1]([CH3:2])([CH3:3])([CH3:4])[O:5][C:6](=[O:7])[N:8]1[CH2:9][CH2:10][N:11]([c:14]2[s:15][c:16]([S:19](=[O:20])(=[O:21])[CH:22]([CH3:23])[CH3:24])[cH:17][n:18]2)[CH2:12][CH2:13]1.